From a dataset of the Open Reaction Database (ORD), a public repository of structured organic reaction records. describe an organic reaction: reactants, conditions, products, and yield Starting materials: CN1N=NC(=C1C(NCCC=1N(C=C(N1)C1=CC=CC=C1)C)=O)C(=O)O (1-methyl-5-(2-(1-methyl-4-phenyl-1H-imidazol-2-yl)ethylcarbamoyl)-1H-1,2,3-triazole-4-carboxylic acid), N1CCC1 (azetidine), solid. Yields the product CN1C(=NC(=C1)C1=CC=CC=C1)CCNC(=O)C=1N(N=NC1C(=O)N1CCC1)C (5-(Azetidine-1-carbonyl)-3-methyl-3H[1,2,3]triazole-4-carboxylic acid [2-(1-methyl-4-phenyl-1H-imidazol-2-yl)-ethyl]-amide). Reaction SMILES: [CH3:1][N:2]1[C:6]([C:7](=[O:23])[NH:8][CH2:9][CH2:10][C:11]2[N:12]([CH3:22])[CH:13]=[C:14]([C:16]3[CH:21]=[CH:20][CH:19]=[CH:18][CH:17]=3)[N:15]=2)=[C:5]([C:24]([OH:26])=O)[N:4]=[N:3]1.[NH:27]1[CH2:30][CH2:29][CH2:28]1>>[CH3:22][N:12]1[CH:13]=[C:14]([C:16]2[CH:21]=[CH:20][CH:19]=[CH:18][CH:17]=2)[N:15]=[C:11]1[CH2:10][CH2:9][NH:8][C:7]([C:6]1[N:2]([CH3:1])[N:3]=[N:4][C:5]=1[C:24]([N:27]1[CH2:30][CH2:29][CH2:28]1)=[O:26])=[O:23]. Procedure details: The product was obtained starting from 1-methyl-5-(2-(1-methyl-4-phenyl-1H-imidazol-2-yl)ethylcarbamoyl)-1H-1,2,3-triazole-4-carboxylic acid (30 mg, 84.7 μmol) and azetidine (6.8 mg, 8 μL, 119 μmol) according to the method described in example 37, step 3 as colorless solid (11 mg, 28 μmol, 33%). Starting materials: O=C([O-])[O-], C1CCOC1, CC1(C)OB(c2ccc(N)nc2)OC1(C)C, CCOC(C)=O, Clc1cc(Cl)nc(N2CCOCC2)n1, [Na+], [Na+], O. Product: Nc1ccc(-c2cc(Cl)nc(N3CCOCC3)n2)cn1. Reaction SMILES: [C:6](=[O:7])([O-:8])[O-:9].[CH2:1]1[O:2][CH2:3][CH2:4][CH2:5]1.[CH3:26][C:27]1([CH3:28])[C:29]([CH3:30])([CH3:31])[O:32][B:33]([c:34]2[cH:35][cH:36][c:37]([NH2:40])[n:38][cH:39]2)[O:41]1.[CH3:43][CH2:44][O:45][C:46]([CH3:47])=[O:48].[Cl:12][c:13]1[n:14][c:15]([N:20]2[CH2:21][CH2:22][O:23][CH2:24][CH2:25]2)[n:16][c:17]([Cl:19])[cH:18]1.[Na+:10].[Na+:11].[OH2:42]>>[c:13]1(-[c:34]2[cH:35][cH:36][c:37]([NH2:40])[n:38][cH:39]2)[n:14][c:15]([N:20]2[CH2:21][CH2:22][O:23][CH2:24][CH2:25]2)[n:16][c:17]([Cl:19])[cH:18]1. Starting materials: Cl (hydrochloric acid), FC(C1=CC=C(C=C1)C1=CC=C(S1)C1=CC=C(C(=O)OCC)C=C1)(F)F (ethyl 4-[5-(4-trifluoromethylphenyl)-2-thienyl]benzoate), [OH-].[Na+] (sodium hydroxide), O1CCCC1 (tetrahydrofuran). Run in O (water), C(C)O (ethanol). Run at temperature 60 celsius, time 1 hour. The product is FC(C1=CC=C(C=C1)C1=CC=C(S1)C1=CC=C(C(=O)O)C=C1)(F)F (4-[5-(4-trifluoromethylphenyl)-2-thienyl]benzoic acid). Isolated yield 66.9%. As a reaction SMILES: [F:1][C:2]([F:26])([F:25])[C:3]1[CH:8]=[CH:7][C:6]([C:9]2[S:13][C:12]([C:14]3[CH:24]=[CH:23][C:17]([C:18]([O:20]CC)=[O:19])=[CH:16][CH:15]=3)=[CH:11][CH:10]=2)=[CH:5][CH:4]=1.[OH-].[Na+].O1CCCC1.Cl>O.C(O)C>[F:25][C:2]([F:1])([F:26])[C:3]1[CH:4]=[CH:5][C:6]([C:9]2[S:13][C:12]([C:14]3[CH:24]=[CH:23][C:17]([C:18]([OH:20])=[O:19])=[CH:16][CH:15]=3)=[CH:11][CH:10]=2)=[CH:7][CH:8]=1 |f:1.2|. Procedure details: A mixture of ethyl 4-[5-(4-trifluoromethylphenyl)-2-thienyl]benzoate (0.941 g), 1 M aqueous sodium hydroxide solution (7.5 ml), tetrahydrofuran (25 ml) and ethanol (25 ml) as stirred at 60° C. for 1 hr. After cooling, the reaction mixture was poured into water, and 1 M hydrochloric acid (25 ml) was added. The crystals were collected by filtration and recrystallized from ethanol to give 4-[5-(4-trifluoromethylphenyl)-2-thienyl]benzoic acid (0.583 g, yield 67%) as a yellow crystalline powder. melt... The reactants are ClCC(=O)N1CCN(CC1)CCOC1=C(C=C2C(=NC=NC2=C1)OC=1C=C2C=C(NC2=CC1)C)OC (7-{2-[4-(chloroacetyl)piperazin-1-yl]ethoxy}-6-methoxy-4-[(2-methyl-1H-indol-5-yl)oxy]quinazoline), N1CCCC1 (pyrrolidine), [I-].[K+] (potassium iodide). Run in CN(C)C=O (DMF). Reaction conditions: temperature 80 celsius. Yields the product COC=1C=C2C(=NC=NC2=CC1OCCN1CCN(CC1)C(CN1CCCC1)=O)OC=1C=C2C=C(NC2=CC1)C (6-methoxy-4-[(2-methyl-1H-indol-5-yl)oxy]-7-{2-[4-(pyrrolidin-1-ylacetyl)piperazin-1-yl]ethoxy}quinazoline). RXN SMILES: Cl[CH2:2][C:3]([N:5]1[CH2:10][CH2:9][N:8]([CH2:11][CH2:12][O:13][C:14]2[CH:23]=[C:22]3[C:17]([C:18]([O:24][C:25]4[CH:26]=[C:27]5[C:31](=[CH:32][CH:33]=4)[NH:30][C:29]([CH3:34])=[CH:28]5)=[N:19][CH:20]=[N:21]3)=[CH:16][C:15]=2[O:35][CH3:36])[CH2:7][CH2:6]1)=[O:4].[NH:37]1[CH2:41][CH2:40][CH2:39][CH2:38]1.[I-].[K+]>CN(C=O)C>[CH3:36][O:35][C:15]1[CH:16]=[C:17]2[C:22](=[CH:23][C:14]=1[O:13][CH2:12][CH2:11][N:8]1[CH2:7][CH2:6][N:5]([C:3](=[O:4])[CH2:2][N:37]3[CH2:41][CH2:40][CH2:39][CH2:38]3)[CH2:10][CH2:9]1)[N:21]=[CH:20][N:19]=[C:18]2[O:24][C:25]1[CH:26]=[C:27]2[C:31](=[CH:32][CH:33]=1)[NH:30][C:29]([CH3:34])=[CH:28]2 |f:2.3|. Reported procedure: A mixture of 7-{2-[4-(chloroacetyl)piperazin-1-yl]ethoxy}-6-methoxy-4-[(2-methyl-1H-indol-5-yl)oxy]quinazoline (0.130 g), pyrrolidine (0.04 ml), potassium iodide (0.01 g) and DMF (3.5 ml) was stirred and heated to 80° C. for 1 hour. The mixture was cooled to ambient temperature, the solvent evaporated under vacuum and the residue was purified by column chromatography on silica using increasingly polar solvent mixtures, starting with dichloromethane and ending with dichloromethane/methanol satura... Reactants: C(=O)(C(F)(F)F)O (TFA), ClC1=C(N2N=C3C(=C2N=C1C)CN(C3)C(=O)C3=C(C=C(C=C3)F)O[C@H]3CNCC3)C ((6-chloro-5,7-dimethyl-1H,3H-2,4,7a,8-tetraaza-cyclopenta[a]inden-2-yl)-[4-fluoro-2-((R)-pyrrolidin-3-yloxy)-phenyl]-methanone), C=O (formaldehyde), [BH4-].[Na+] (NaBH4). Run in C1CCOC1 (THF), CC(OCC)=O (EA). Conditions: time 16 hour. Product: ClC1=C(N2N=C3C(=C2N=C1C)CN(C3)C(=O)C3=C(C=C(C=C3)F)O[C@H]3CN(CC3)C)C ((6-chloro-5,7-dimethyl-1H,3H-2,4,7a,8-tetraaza-cyclopenta[a]inden-2-yl)-[4-fluoro-2-((R)-1-methyl-pyrrolidin-3-yloxy)-phenyl]-methanone). Yield: 32.0%. Reaction SMILES: [C:1](O)(C(F)(F)F)=O.[Cl:8][C:9]1[C:17]([CH3:18])=[N:16][C:15]2[N:11]([N:12]=[C:13]3[CH2:21][N:20]([C:22]([C:24]4[CH:29]=[CH:28][C:27]([F:30])=[CH:26][C:25]=4[O:31][C@@H:32]4[CH2:36][CH2:35][NH:34][CH2:33]4)=[O:23])[CH2:19][C:14]3=2)[C:10]=1[CH3:37].C=O.[BH4-].[Na+]>C1COCC1.CC(=O)OCC>[Cl:8][C:9]1[C:17]([CH3:18])=[N:16][C:15]2[N:11]([N:12]=[C:13]3[CH2:21][N:20]([C:22]([C:24]4[CH:29]=[CH:28][C:27]([F:30])=[CH:26][C:25]=4[O:31][C@@H:32]4[CH2:36][CH2:35][N:34]([CH3:1])[CH2:33]4)=[O:23])[CH2:19][C:14]3=2)[C:10]=1[CH3:37] |f:3.4|. Procedure details: TFA (15 μL) was added to a cold (0° C.) mixture of Example 80 (150 mg; 0.35 mmol; 1 eq.), formaldehyde (0.26 mL; 3.49 mmol; 10 eq.) and NaBH4 (66 mg; 1.74 mmol; 5 eq.) in THF (12 mL) and the resulting mixture was stirred at room temperature for 16 hours. The reaction mixture was diluted with EA, washed with 0.1M NaOH, dried over magnesium sulfate and concentrated in vacuo. Purification by column chromatography (EA to EA/MeOH/TEA, 90/10/2) afforded the title compound (50 mg, 32%) as yellow foam. ... The reactants are C([O-])(O)=O.[Na+] (sodium bicarbonate), C(C)(C)(C)C1=CC=C(OCC(=O)O)C=C1 ((4-tert-butyl-phenoxy)acetic acid), COC(C1=CC(=C(C=C1)N)N)=O (3,4-diaminobenzoic acid methyl ester), C(C)(=O)OCC (ethyl acetate). Solvent: C[Si](C)(C)OP(=O)=O (PPSE). Reaction conditions: temperature 160 celsius. The product is COC(=O)C1=CC2=C(NC=N2)C=C1 (1H-benzoimidazole-5-carboxylic acid methyl ester). Yield: 221.8%. Reaction SMILES: [C:1](C1C=CC(OCC(O)=O)=CC=1)(C)(C)C.[CH3:16][O:17][C:18](=[O:27])[C:19]1[CH:24]=[CH:23][C:22]([NH2:25])=[C:21]([NH2:26])[CH:20]=1.C(OCC)(=O)C.C(=O)(O)[O-].[Na+]>C[Si](OP(=O)=O)(C)C>[CH3:16][O:17][C:18]([C:19]1[CH:24]=[CH:23][C:22]2[NH:25][CH:1]=[N:26][C:21]=2[CH:20]=1)=[O:27] |f:3.4|. Reported procedure: A mixture of (4-tert-butyl-phenoxy)acetic acid (300 mg, 1.4 mmol), 3,4-diaminobenzoic acid methyl ester (300 mg, 1.4 mmol) in PPSE (4.8 mL) was heated at 160° C. for 4 h. At the end of the reaction period, the mixture was taken to ethyl acetate and neutralized with aqueous sodium bicarbonate. The organic layer was separated and the aqueous solution extracted with ethyl acetate. The combined extracts were dried over anhydrous MgSO4, filtered and the solvent was removed with rotary evaporator unde... The reactants are BrB(Br)Br, COc1ccc(-c2cnc(Nc3ccc(OCCN4CCCC4)cc3)s2)cc1, ClCCl. Product: Oc1ccc(-c2cnc(Nc3ccc(OCCN4CCCC4)cc3)s2)cc1. Reaction SMILES: [B:1]([Br:2])([Br:3])[Br:4].[CH3:5][O:6][c:7]1[cH:8][cH:9][c:10](-[c:13]2[cH:14][n:15][c:16]([NH:18][c:19]3[cH:20][cH:21][c:22]([O:25][CH2:26][CH2:27][N:28]4[CH2:29][CH2:30][CH2:31][CH2:32]4)[cH:23][cH:24]3)[s:17]2)[cH:11][cH:12]1.[Cl:33][CH2:34][Cl:35]>>[OH:6][c:7]1[cH:8][cH:9][c:10](-[c:13]2[cH:14][n:15][c:16]([NH:18][c:19]3[cH:20][cH:21][c:22]([O:25][CH2:26][CH2:27][N:28]4[CH2:29][CH2:30][CH2:31][CH2:32]4)[cH:23][cH:24]3)[s:17]2)[cH:11][cH:12]1.